Dataset: the Open Reaction Database (ORD), a public repository of structured organic reaction records. Task: describe an organic reaction: reactants, conditions, products, and yield Starting materials: CC(C)(C)c1ccc(-c2cc(F)cc(C3Nc4ccc(C(=O)O)cc4CC3(C)C)c2)cc1, CS(N)(=O)=O, CN(C)c1ccncc1, ClCCl. Product: CC(C)(C)c1ccc(-c2cc(F)cc(C3Nc4ccc(C(=O)NS(C)(=O)=O)cc4CC3(C)C)c2)cc1. As a reaction SMILES: [C:1]([CH3:2])([CH3:3])([CH3:4])[c:5]1[cH:6][cH:7][c:8](-[c:11]2[cH:12][c:13]([CH:18]3[NH:19][c:20]4[cH:21][cH:22][c:23]([C:30](=[O:31])[OH:32])[cH:24][c:25]4[CH2:26][C:27]3([CH3:28])[CH3:29])[cH:14][c:15]([F:17])[cH:16]2)[cH:9][cH:10]1.[CH3:33][S:34](=[O:35])(=[O:36])[NH2:37].[CH3:38][N:39]([CH3:40])[c:41]1[cH:42][cH:43][n:44][cH:45][cH:46]1.[Cl:47][CH2:48][Cl:49]>>[C:1]([CH3:2])([CH3:3])([CH3:4])[c:5]1[cH:6][cH:7][c:8](-[c:11]2[cH:12][c:13]([CH:18]3[NH:19][c:20]4[cH:21][cH:22][c:23]([C:30](=[O:31])[NH:37][S:34]([CH3:33])(=[O:35])=[O:36])[cH:24][c:25]4[CH2:26][C:27]3([CH3:28])[CH3:29])[cH:14][c:15]([F:17])[cH:16]2)[cH:9][cH:10]1. Starting materials: CC(C#C/C=C/CN(CC)CC1=CC(=CC=C1)C(=C)C)(C)C (trans-N-(6,6-Dimethyl-2-hepten-4-ynyl)-N-ethyl-(3-isopropenylbenzyl)amine), Cl.C(C)(=O)OCC (hydrochloric acid ethyl acetate). Yields the product Cl.CC(C#C/C=C/CN(CC)CC1=CC(=CC=C1)C(=C)C)(C)C (trans-N-(6,6-Dimethyl-2-hepten-4-ynyl)-N-ethyl-(3-isopropenylbenzyl)amine Hydrochloride). Yield: 66.8%. RXN SMILES: [CH3:1][C:2]([CH3:22])([CH3:21])[C:3]#[C:4]/[CH:5]=[CH:6]/[CH2:7][N:8]([CH2:11][C:12]1[CH:17]=[CH:16][CH:15]=[C:14]([C:18]([CH3:20])=[CH2:19])[CH:13]=1)[CH2:9][CH3:10].[ClH:23].C(OCC)(=O)C>>[ClH:23].[CH3:21][C:2]([CH3:1])([CH3:22])[C:3]#[C:4]/[CH:5]=[CH:6]/[CH2:7][N:8]([CH2:11][C:12]1[CH:17]=[CH:16][CH:15]=[C:14]([C:18]([CH3:20])=[CH2:19])[CH:13]=1)[CH2:9][CH3:10] |f:1.2,3.4|. Reported procedure: The procedure described in Example 12 was repeated, except that Compound 44 (950 mg; 3.2 mmol) and 4N hydrochloric acid—ethyl acetate solution (0.85 ml; 3.4 mmol) were used, to thereby yield 710 mg of the target compound (yield: 66.5%).